Dataset: the Open Reaction Database (ORD), a public repository of structured organic reaction records. Task: describe an organic reaction: reactants, conditions, products, and yield Starting materials: CC(Cl)(Cl)CC(Cl)(Cl)Cl, CC(F)(F)CC(F)(F)F. The product is CC(Cl)(Cl)CC(Cl)(Cl)Cl, F. Reaction SMILES: [Cl:10][C:11]([CH2:12][C:13]([CH3:14])([Cl:15])[Cl:16])([Cl:17])[Cl:18].[F:1][C:2]([F:3])([F:4])[CH2:5][C:6]([F:7])([F:8])[CH3:9]>>[Cl:10][C:11]([CH2:12][C:13]([CH3:14])([Cl:15])[Cl:16])([Cl:17])[Cl:18].[FH:1]. Reactants: C(C1=CC=CC=C1)[C@@H]1N(C(OC1)=O)C(COC)=O ((S)-4-Benzyl-3-methoxyacetyl-oxazolidin-2-one), C(C1=CC=CC=C1)[C@@H]1N(C(OC1)=O)C(COC)=O ((S)-4-benzyl-3-methoxyacetyl-oxazolidin-2-one), B(CCCC)(CCCC)OS(=O)(=O)C(F)(F)F (nBu2BOTf), solution, CCN(C(C)C)C(C)C (Hünig's base), C[Si](OC1=C(C=O)C=CC(=C1)OCCC=1N=C(OC1C)C1=CC=CC=C1)(C(C(C)C)(C)C)C (2-[dimethyl-(1,1,2-trimethyl-propyl)-silanyloxy]-4-[2-(5-methyl-2-phenyl-oxazol-4-yl)-ethoxy]-benzaldehyde). Solvent: C(Cl)Cl (CH2Cl2), C(Cl)Cl (CH2Cl2), C(Cl)Cl (CH2Cl2). Conditions: temperature -78 celsius, time 1 hour. The product is C(C1=CC=CC=C1)[C@@H]1N(C(OC1)=O)C([C@H]([C@H](O)C1=C(C=C(C=C1)OCCC=1N=C(OC1C)C1=CC=CC=C1)O[Si](C(C(C)C)(C)C)(C)C)OC)=O ((S)-4-Benzyl-3-((2S,3R)-3-{2-[dimethyl-(1,1,2-trimethyl-propyl)-silanyloxy]-4-[2-(5-methyl-2-phenyl-oxazol-4-yl)-ethoxy]-phenyl}-3-hydroxy-2-methoxy-propionyl)-oxazolidin-2-one). Reaction SMILES: [CH2:1]([C@H:8]1[CH2:12][O:11][C:10](=[O:13])[N:9]1[C:14](=[O:18])[CH2:15][O:16][CH3:17])[C:2]1[CH:7]=[CH:6][CH:5]=[CH:4][CH:3]=1.CCN(C(C)C)C(C)C.B(OS(C(F)(F)F)(=O)=O)(CCCC)CCCC.[CH3:45][Si:46]([CH3:77])([C:71]([CH3:76])([CH3:75])[CH:72]([CH3:74])[CH3:73])[O:47][C:48]1[CH:55]=[C:54]([O:56][CH2:57][CH2:58][C:59]2[N:60]=[C:61]([C:65]3[CH:70]=[CH:69][CH:68]=[CH:67][CH:66]=3)[O:62][C:63]=2[CH3:64])[CH:53]=[CH:52][C:49]=1[CH:50]=[O:51]>C(Cl)Cl>[CH2:1]([C@H:8]1[CH2:12][O:11][C:10](=[O:13])[N:9]1[C:14](=[O:18])[C@@H:15]([O:16][CH3:17])[C@@H:50]([C:49]1[CH:52]=[CH:53][C:54]([O:56][CH2:57][CH2:58][C:59]2[N:60]=[C:61]([C:65]3[CH:66]=[CH:67][CH:68]=[CH:69][CH:70]=3)[O:62][C:63]=2[CH3:64])=[CH:55][C:48]=1[O:47][Si:46]([CH3:77])([CH3:45])[C:71]([CH3:76])([CH3:75])[CH:72]([CH3:74])[CH3:73])[OH:51])[C:2]1[CH:3]=[CH:4][CH:5]=[CH:6][CH:7]=1. Reported procedure: 1.8 g (7.21 mmol) (S)-4-Benzyl-3-methoxyacetyl-oxazolidin-2-one (for the preparation of (S)-4-benzyl-3-methoxyacetyl-oxazolidin-2-one see: D. Hunziker, N. Wu, K. Kenoshita, D. E. Cane, C. Khosla, Tetrahedron Lett. 1999, 40, 635-638) were dissolved under an argon atmosphere in 10 ml CH2Cl2 and treated with 1.44 ml (8.42 mmol) Hünig's base. After cooling to −78° C., nBu2BOTf was added slowly (7.21 ml of 1M solution in CH2Cl2) and enolborinate formation allowed to proceed for 0.25 hours at −78° C. ... Reactants: Br, O=C([O-])O, ClCCl, CONC(=O)c1ccc(C)c(Nc2nc(N(C)CC(C)(C)C)cc(N3CCCN(C)CC3)n2)c1, [Na+], N#C[Na], O. Yields the product CONC(=O)c1ccc(C)c(Nc2nc(N(C)CC(C)(C)C)c(C#N)c(N3CCCN(C)CC3)n2)c1. RXN SMILES: [Br:38].[C:39](=[O:40])([OH:41])[O-:42].[CH2:44]([Cl:45])[Cl:46].[CH3:1][C:2]([CH2:3][N:4]([c:5]1[n:6][c:7]([NH:19][c:20]2[cH:21][c:22]([C:23](=[O:24])[NH:25][O:26][CH3:27])[cH:28][cH:29][c:30]2[CH3:31])[n:8][c:9]([N:11]2[CH2:12][CH2:13][N:14]([CH3:18])[CH2:15][CH2:16][CH2:17]2)[cH:10]1)[CH3:32])([CH3:33])[CH3:34].[Na+:43].[Na:35][C:36]#[N:37].[OH2:47]>>[CH3:1][C:2]([CH2:3][N:4]([c:5]1[n:6][c:7]([NH:19][c:20]2[cH:21][c:22]([C:23](=[O:24])[NH:25][O:26][CH3:27])[cH:28][cH:29][c:30]2[CH3:31])[n:8][c:9]([N:11]2[CH2:12][CH2:13][N:14]([CH3:18])[CH2:15][CH2:16][CH2:17]2)[c:10]1[C:36]#[N:37])[CH3:32])([CH3:33])[CH3:34]. The reactants are Cl (HCl), BrC=1C=C(C=CC1)CC(=O)O (3-bromophenyl acetic acid), CCO (EtOH). Reaction conditions: temperature 0 celsius, time 5 hour. Yields the product C(C)OC(CC1=CC(=CC=C1)Br)=O ((3-bromo-phenyl)-acetic acid ethyl ester). Isolated yield 93.4%. RXN SMILES: Cl.[Br:2][C:3]1[CH:4]=[C:5]([CH2:9][C:10]([OH:12])=[O:11])[CH:6]=[CH:7][CH:8]=1.[CH3:13][CH2:14]O>>[CH2:13]([O:11][C:10](=[O:12])[CH2:9][C:5]1[CH:6]=[CH:7][CH:8]=[C:3]([Br:2])[CH:4]=1)[CH3:14]. Procedure details: HCl is bubbled through a solution of 3-bromophenyl acetic acid (10.5 g, 46.5 mmol) in EtOH (70 mL) chilled at 0° C. for 5 minutes. The flask is capped and stirred at ambient temperature for 5 hours. The mixture is concentrated. The residue is taken up with water (80 mL) and extracted twice with EtOAc (70 mL). The organic extracts are combined and dried over magnesium sulfate, filtered and concentrated to afford (3-bromo-phenyl)-acetic acid ethyl ester [10.55 g, 93.4%] as an oil, which is used wi... The reactants are O=C1NC(=O)c2ccccc21, BrCCCOCc1ccccc1, CN(C)C=O, [K]. The product is O=C1c2ccccc2C(=O)N1CCCOCc1ccccc1. As a reaction SMILES: [C:13]1(=[O:23])[c:14]2[c:15]([cH:19][cH:20][cH:21][cH:22]2)[C:16](=[O:18])[NH:17]1.[CH2:1]([c:2]1[cH:3][cH:4][cH:5][cH:6][cH:7]1)[O:8][CH2:9][CH2:10][CH2:11][Br:12].[CH3:25][N:26]([CH3:27])[CH:28]=[O:29].[K:24]>>[CH2:1]([c:2]1[cH:3][cH:4][cH:5][cH:6][cH:7]1)[O:8][CH2:9][CH2:10][CH2:11][N:17]1[C:13](=[O:23])[c:14]2[c:15]([cH:19][cH:20][cH:21][cH:22]2)[C:16]1=[O:18].